Task: describe an organic reaction: reactants, conditions, products, and yield. Dataset: the Open Reaction Database (ORD), a public repository of structured organic reaction records Starting materials: C(=O)C1=C(OC(C(=O)OCC)C)C(=CC=C1)OC (ethyl 2-(2-formyl-6-methoxyphenoxy)propionate), [BH4-].[Na+] (sodium borohydride), Cl (hydrochloric acid). Solvent: O1CCCC1.O (tetrahydrofuran water), O (water). Conditions: time 2 hour. Yields the product OCC1=C(OC(C(=O)OCC)C)C(=CC=C1)OC (ethyl 2-(2-hydroxymethyl-6-methoxyphenoxy)propionate). The yield is 70.6%. RXN SMILES: [CH:1]([C:3]1[CH:16]=[CH:15][CH:14]=[C:13]([O:17][CH3:18])[C:4]=1[O:5][CH:6]([CH3:12])[C:7]([O:9][CH2:10][CH3:11])=[O:8])=[O:2].[BH4-].[Na+].Cl>O1CCCC1.O.O>[OH:2][CH2:1][C:3]1[CH:16]=[CH:15][CH:14]=[C:13]([O:17][CH3:18])[C:4]=1[O:5][CH:6]([CH3:12])[C:7]([O:9][CH2:10][CH3:11])=[O:8] |f:1.2,4.5|. Procedure details: A solution ethyl 2-(2-formyl-6-methoxyphenoxy)propionate (2.60 g) in tetrahydrofuran-water (9:1) was ice-cooled and sodium borohydride (185 mg) was added. The mixture was stirred at the same temperature for two hours. Diluted hydrochloric acid (1N, 5 ml) was added to the solution and the mixture was stirred for an hour. The mixture was diluted with water and was extracted with ethyl acetate. The organic layer was separated and washed with brine and dried over magnesium sulfate. After concentrati... Isolated yield 85.0%. Run in CO (MeOH). Reaction SMILES: C(OC([N:11]1[CH2:17][CH2:16][C:15](=[O:18])[N:14]([CH2:19][CH2:20][CH2:21][C:22]([N:24]2[CH2:31][CH2:30][C:27]3([CH2:29][CH2:28]3)[C@H:26]([OH:32])[CH2:25]2)=[O:23])[CH2:13][CH2:12]1)=O)C1C=CC=CC=1.[H][H]>CO.[Pd]>[OH:32][C@@H:26]1[CH2:25][N:24]([C:22](=[O:23])[CH2:21][CH2:20][CH2:19][N:14]2[C:15](=[O:18])[CH2:16][CH2:17][NH:11][CH2:12][CH2:13]2)[CH2:31][CH2:30][C:27]21[CH2:29][CH2:28]2. Yields the product O[C@H]1C2(CC2)CCN(C1)C(CCCN1CCNCCC1=O)=O (4-[4-((S)-4-Hydroxy-6-aza-spiro[2.5]oct-6-yl)-4-oxo-butyl]-[1,4]diazepan-5-one). Starting materials: C(C1=CC=CC=C1)OC(=O)N1CCN(C(CC1)=O)CCCC(=O)N1C[C@H](C2(CC2)CC1)O (4-[4-((S)-4-hydroxy-6-aza-spiro[2.5]oct-6-yl)-4-oxo-butyl]-5-oxo-[1,4]diazepane-1-carboxylic acid benzyl ester), [H][H] (hydrogen). Procedure details: To 0.44 g (1 mmol) of 4-[4-((S)-4-hydroxy-6-aza-spiro[2.5]oct-6-yl)-4-oxo-butyl]-5-oxo-[1,4]diazepane-1-carboxylic acid benzyl ester in 10 ml of MeOH was added 0.05 g of 10% palladium on charcoal. The mixture was stirred under 1 atmosphere of hydrogen for 1.5 h after which time the reaction was filtered through Hyflo and concentrated, affording the titled compound in 85% yield as a colorless foam. MS: 310.4 (MH+). Reagents/catalysts: [Pd] (palladium on charcoal). Starting materials: C1CCOC1, Cc1ccc(C(=O)O)cc1-n1cc(-c2cccnc2)nn1, O=C(Cl)C(=O)Cl, ClCCl, COc1c(N)cc(C(C)(C)C)cc1NS(C)(=O)=O, CN(C)C=O, Cc1cccc(C)n1. Product: COc1c(NC(=O)c2ccc(C)c(-n3cc(-c4cccnc4)nn3)c2)cc(C(C)(C)C)cc1NS(C)(=O)=O. RXN SMILES: [CH2:62]1[O:63][CH2:64][CH2:65][CH2:66]1.[CH3:1][c:2]1[c:3](-[n:11]2[n:12][n:13][c:14](-[c:16]3[cH:17][n:18][cH:19][cH:20][cH:21]3)[cH:15]2)[cH:4][c:5]([C:6](=[O:7])[OH:8])[cH:9][cH:10]1.[Cl:22][C:23]([C:24]([Cl:25])=[O:26])=[O:27].[Cl:54][CH2:55][Cl:56].[NH2:28][c:29]1[c:30]([O:44][CH3:45])[c:31]([NH:39][S:40](=[O:41])(=[O:42])[CH3:43])[cH:32][c:33]([C:35]([CH3:36])([CH3:37])[CH3:38])[cH:34]1.[O:57]=[CH:58][N:59]([CH3:60])[CH3:61].[n:46]1[c:47]([CH3:48])[cH:49][cH:50][cH:51][c:52]1[CH3:53]>>[CH3:1][c:2]1[c:3](-[n:11]2[n:12][n:13][c:14](-[c:16]3[cH:17][n:18][cH:19][cH:20][cH:21]3)[cH:15]2)[cH:4][c:5]([C:6](=[O:8])[NH:28][c:29]2[c:30]([O:44][CH3:45])[c:31]([NH:39][S:40](=[O:41])(=[O:42])[CH3:43])[cH:32][c:33]([C:35]([CH3:36])([CH3:37])[CH3:38])[cH:34]2)[cH:9][cH:10]1. Starting materials: CCOC(=O)CC(C)(C)C(Br)C#N, [N-]=[N+]=C1CCCCCCCC1C1CCCCCCCC1, O. The product is CCOC(=O)C1C(C#N)C1(C)C. RXN SMILES: [CH2:21]([CH3:22])[O:23][C:24](=[O:25])[CH2:26][C:27]([CH:28]([C:29]#[N:30])[Br:31])([CH3:32])[CH3:33].[N+:1](=[C:2]1[CH2:3][CH2:4][CH2:5][CH2:6][CH2:7][CH2:8][CH2:9][CH:10]1[CH:11]1[CH2:12][CH2:13][CH2:14][CH2:15][CH2:16][CH2:17][CH2:18][CH2:19]1)=[N-:20].[OH2:34]>>[CH2:21]([CH3:22])[O:23][C:24](=[O:25])[CH:26]1[C:27]([CH3:32])([CH3:33])[CH:28]1[C:29]#[N:30]. Reactants: Nitro, C(Cl)Cl.CCOC(=O)C (DCM EtOAc), [N+](=O)([O-])C=1C=C(C=CC1)C=CC1=CC=C(C=C1)C=1SC2=C(N1)C=CC(=C2)C (2-{4-[2-(3-nitrophenyl)-vinyl]-phenyl}-6-methylbenzothiazole), O.O.[Sn](Cl)Cl (tin (II) chloride dihydrate). The solvent is CCO (EtOH). The product is NC=1C=C(C=CC1)C=CC1=CC=C(C=C1)C=1SC2=C(N1)C=CC(=C2)C (2-{4-[2-(3-Aminophenyl)-vinyl]-phenyl}-6-methylbenzothiazole). Yield: 70.7%. Reaction SMILES: [N+:1]([C:4]1[CH:5]=[C:6]([CH:10]=[CH:11][C:12]2[CH:17]=[CH:16][C:15]([C:18]3[S:19][C:20]4[CH:26]=[C:25]([CH3:27])[CH:24]=[CH:23][C:21]=4[N:22]=3)=[CH:14][CH:13]=2)[CH:7]=[CH:8][CH:9]=1)([O-])=O.O.O.[Sn](Cl)Cl.C(Cl)Cl.CCOC(C)=O>CCO>[NH2:1][C:4]1[CH:5]=[C:6]([CH:10]=[CH:11][C:12]2[CH:17]=[CH:16][C:15]([C:18]3[S:19][C:20]4[CH:26]=[C:25]([CH3:27])[CH:24]=[CH:23][C:21]=4[N:22]=3)=[CH:14][CH:13]=2)[CH:7]=[CH:8][CH:9]=1 |f:1.2.3,4.5|. Reported procedure: Prepared as described in the Nitro Reduction section using 2-{4-[2-(3-nitrophenyl)-vinyl]-phenyl}-6-methylbenzothiazole (0.12 g, 0.322 mmol) and tin (II) chloride dihydrate (0.58 g, 2.58 mmol) in EtOH (3 ml) to give the title compound (0.078 g, 71%) as a pale yellow solid after work-up and flash chromatography (20:1 DCM/EtOAc). The reactants are C(Cl)Cl (DCM), FC1=CC(=CC=2OC(COC21)CO)S(=O)(=O)C ([5-fluoro-7-(methylsulfonyl)-2,3-dihydro-1,4-benzodioxin-2-yl]methanol), C=1(C(=CC=CC1)S(=O)(=O)Cl)C (toluenesulfonyl chloride), TEA, C(Cl)Cl (DCM). The reagents and catalysts are CN(C)C=1C=CN=CC1 (4-DMAP). Yields the product CC1=CC=C(C=C1)S(=O)(=O)OCC1COC2=C(O1)C=C(C=C2F)S(=O)(=O)C ([5-FLUORO-7-(METHYLSULFONYL)-2,3-DIHYDRO-1,4-BENZODIOXIN-2-YL]METHYL 4-METHYLBENZENESULFONATE). RXN SMILES: [F:1][C:2]1[C:11]2[O:10][CH2:9][CH:8]([CH2:12][OH:13])[O:7][C:6]=2[CH:5]=[C:4]([S:14]([CH3:17])(=[O:16])=[O:15])[CH:3]=1.[C:18]1(C)[C:19]([S:24](Cl)(=[O:26])=[O:25])=[CH:20][CH:21]=[CH:22][CH:23]=1.[CH2:29](Cl)Cl>CN(C1C=CN=CC=1)C>[CH3:29][C:22]1[CH:23]=[CH:18][C:19]([S:24]([O:13][CH2:12][CH:8]2[O:7][C:6]3[CH:5]=[C:4]([S:14]([CH3:17])(=[O:16])=[O:15])[CH:3]=[C:2]([F:1])[C:11]=3[O:10][CH2:9]2)(=[O:25])=[O:26])=[CH:20][CH:21]=1. Procedure: A solution of [5-fluoro-7-(methylsulfonyl)-2,3-dihydro-1,4-benzodioxin-2-yl]methanol (0.4 g, 1.7 mmol), toluenesulfonyl chloride (0.5 g, 2.6 mmol), TEA (0.4 ml, 2.6 mmol) and 4-DMAP (0.2 g, 1.7 mmol) in DCM (10 ml) was stirred at rt for 1 h. DCM was added and the resulting mixture was washed with HCl (1 N) and brine. The organic phase was dried (Na2SO4) and evaporated to dryness to give the title compound (0.7 g). MS m/z (rel. intensity, 70 eV) 416 (M+, 31), 244 (bp), 243 (26), 231 (19), 91 (70)... Starting materials: Cl, CC(C)(C)OC(=O)c1ccc(CCCn2ccc3nc(N)nc(N)c32)cc1, C1COCCO1. Yields the product Nc1nc(N)c2c(ccn2CCCc2ccc(C(=O)O)cc2)n1. RXN SMILES: [ClH:28].[NH2:1][c:2]1[n:3][c:4]([NH2:27])[c:5]2[c:6]([n:7]1)[cH:8][cH:9][n:10]2[CH2:11][CH2:12][CH2:13][c:14]1[cH:15][cH:16][c:17]([C:18](=[O:19])[O:20][C:21]([CH3:22])([CH3:23])[CH3:24])[cH:25][cH:26]1.[O:29]1[CH2:30][CH2:31][O:32][CH2:33][CH2:34]1>>[NH2:1][c:2]1[n:3][c:4]([NH2:27])[c:5]2[c:6]([n:7]1)[cH:8][cH:9][n:10]2[CH2:11][CH2:12][CH2:13][c:14]1[cH:15][cH:16][c:17]([C:18](=[O:19])[OH:20])[cH:25][cH:26]1.